This data is from the Open Reaction Database (ORD), a public repository of structured organic reaction records. The task is: describe an organic reaction: reactants, conditions, products, and yield The reactants are [N+](=O)([O-])C1=C(OC=2C=C(OC(C#N)C)C=CC2)C=CC=C1 (2-[3-(2-nitrophenoxy)phenoxy]propionitrile), [N-]=[N+]=[N-].[Na+] (sodium azide), [Cl-].[NH4+] (ammonium chloride), ice water, Cl (hydrochloric acid). Run in CN(C=O)C (N,N-dimethylformamide). Reaction conditions: temperature 115 celsius, time 80 minute. The product is [N+](=O)([O-])C1=C(OC=2C=C(OC(C)C3=NN=NN3)C=CC2)C=CC=C1 (5-[1-[3-(2-Nitrophenoxy)phenoxy]ethyl]-1H-tetrazole). The yield is 104.2%. RXN SMILES: [N+:1]([C:4]1[CH:21]=[CH:20][CH:19]=[CH:18][C:5]=1[O:6][C:7]1[CH:8]=[C:9]([CH:15]=[CH:16][CH:17]=1)[O:10][CH:11]([CH3:14])[C:12]#[N:13])([O-:3])=[O:2].[N-:22]=[N+:23]=[N-:24].[Na+].[Cl-].[NH4+].Cl>CN(C)C=O>[N+:1]([C:4]1[CH:21]=[CH:20][CH:19]=[CH:18][C:5]=1[O:6][C:7]1[CH:8]=[C:9]([CH:15]=[CH:16][CH:17]=1)[O:10][CH:11]([C:12]1[NH:24][N:23]=[N:22][N:13]=1)[CH3:14])([O-:3])=[O:2] |f:1.2,3.4|. Reported procedure: In 25 ml of N,N-dimethylformamide was dissolved 2.0 g of the 2-[3-(2-nitrophenoxy)phenoxy]propionitrile followed by addition of 0.92 g of sodium azide and 0.76 g of ammonium chloride, and the mixture was stirred at 115° C. for 80 minutes. The reaction mixture was then poured into ice-water containing 3 ml of concentrated hydrochloric acid and extracted with ethyl acetate. The ethyl acetate layer was washed with water, dried and concentrated to give 2.4 g of the title compound as a light brown oi... The reactants are C1CCOC1 (THF), [Cl-].COCP(C1=CC=CC=C1)(C1=CC=CC=C1)C1=CC=CC=C1 (methoxymethyltriphenylphosphine chloride), C1CCOC1 (THF), FC(OC1=CC=C(C=O)C=C1)(F)F (4-trifluoromethoxybenzaldehyde), CC(C)([O-])C.[K+] (potassium-t-butoxide). Solvent: O (water). Conditions: time 3 hour. The product is FC(OC1=CC=C(C=C1)C=COC)(F)F (1-trifluoromethoxy-4-(2-methoxyvinyl)benzene). Yield: 79.7%. Reaction SMILES: [CH2:1]1[CH2:5][O:4][CH2:3][CH2:2]1.[Cl-].COCP(C1C=CC=CC=1)(C1C=CC=CC=1)C1C=CC=CC=1.CC(C)([O-])C.[K+].[F:35][C:36]([F:47])([F:46])[O:37][C:38]1[CH:45]=[CH:44]C(C=O)=[CH:40][CH:39]=1>O>[F:35][C:36]([F:47])([F:46])[O:37][C:38]1[CH:45]=[CH:44][C:2]([CH:1]=[CH:5][O:4][CH3:3])=[CH:40][CH:39]=1 |f:1.2,3.4|. Procedure: THF (1.8 l) was added to methoxymethyltriphenylphosphine chloride (350 g, 1.02 mol), followed by adding to the mixture, potassium-t-butoxide (114 g, 1.02 mol), stirring the mixture at the same temperature, for 3 hours, dropwise adding to the reaction solution, a 750 ml THF solution of commercially available 4-trifluoromethoxybenzaldehyde (150.0 g, 0.79 mol), stirring the mixture at the same temperature for one hour, further stirring it at room temperature for 3 hours, adding water (1.5 l) to the... Reactants: Cn1ccnc1C=O, CC1=CN=C(C=C1)N, [C-]#[N+]C1CCCCC1. The reagents and catalysts are O=C(O)C(F)(F)F (trifluoroacetic acid). Solvent: CC(C)O (isopropyl alcohol), CC(C)O (isopropylalcohol). Reaction conditions: temperature 22 celsius, time 20 hour. Product: Cc1ccc2nc(c(NC3CCCCC3)n2c1)c1nccn1C. The yield is 0.9%. As a reaction SMILES: CC1=CC=C(N)N=C1.[C-]#[N+]C1CCCCC1.CN1C=CN=C1C=O>>CN1C=CN=C1C1=C(NC2CCCCC2)N2C=C(C)C=CC2=N1. The reactants are ClC1=C(C=C(C=C1)N(C)C)C=1OC2=C(C(=CC(=C2C(C1)=O)OC)OC)[C@H]1[C@@H](N(CC1)C)CO ((±)-trans-2-(2-Chloro-5-dimethylamino-phenyl)-8-(2-hydroxymethyl-1-methyl-pyrrolidin-3-yl)-5,7-dimethoxy-chromen-4-one), Cl.N1=CC=CC=C1 (pyridine hydrochloride). Product: ClC1=C(C=C(C=C1)NC)C=1OC2=C(C(=CC(=C2C(C1)=O)O)O)[C@H]1[C@@H](N(CC1)C)CO ((±)-trans-2-(2-Chloro-5-methylamino-phenyl)-5,7-dihydroxy-8-(2-hydroxymethyl-1-methyl-pyrrolidin-3-yl)-chromen-4-one). Reaction SMILES: [Cl:1][C:2]1[CH:7]=[CH:6][C:5]([N:8](C)[CH3:9])=[CH:4][C:3]=1[C:11]1[O:12][C:13]2[C:18]([C:19](=[O:21])[CH:20]=1)=[C:17]([O:22]C)[CH:16]=[C:15]([O:24]C)[C:14]=2[C@@H:26]1[CH2:30][CH2:29][N:28]([CH3:31])[C@H:27]1[CH2:32][OH:33].Cl.N1C=CC=CC=1>>[Cl:1][C:2]1[CH:7]=[CH:6][C:5]([NH:8][CH3:9])=[CH:4][C:3]=1[C:11]1[O:12][C:13]2[C:18]([C:19](=[O:21])[CH:20]=1)=[C:17]([OH:22])[CH:16]=[C:15]([OH:24])[C:14]=2[C@@H:26]1[CH2:30][CH2:29][N:28]([CH3:31])[C@H:27]1[CH2:32][OH:33] |f:1.2|. Procedure: Compound of example 101 (0.25 g, 0.53 mmol) was demethylated using pyridine hydrochloride (2.5 g, 21.6 mmol) as described in example 17 to obtain the title compound. Reactants: C=O (formaldehyde), FF (Fluorine), C(O)([O-])=O.[K+] (potassium hydrogencarbonate), alkali metal hydrogencarbonate, C=O (formaldehyde), O1COCOC1 (1,3,5-trioxane), FC(C(=O)OC)C(=O)OC (dimethyl α-fluoromalonate), C=O (formaldehyde), FC(C(=O)OC)C(=O)OC (dimethyl α-fluoromalonate), FC(C(=O)OC)C(=O)OC (Dimethyl α-fluoromalonate), C1N2CN3CN1CN(C2)C3 (hexamethylenetetramine), C=O (paraformaldehyde), C(O)([O-])=O.[Na+] (sodium hydrogencarbonate), C=O (formaldehyde), C=O (formaldehyde). Yields the product dimethyl ester, OCC(C(=O)O)(C(=O)O)F (α-hydroxymethyl-α-fluoromalonic acid). As a reaction SMILES: [F:1][CH:2]([C:7]([O:9]C)=[O:8])[C:3]([O:5]C)=[O:4].C=O.FF.C1N2CN3CN(C2)CN1C3.[O:25]1COCO[CH2:26]1.C(=O)([O-])O.[K+].C(=O)([O-])O.[Na+]>>[OH:25][CH2:26][C:2]([F:1])([C:7]([OH:9])=[O:8])[C:3]([OH:5])=[O:4] |f:5.6,7.8|. Procedure: In the first process step, dimethyl α-fluoromalonate is subjected to hydroxymethylation with formaldehyde. (Dimethyl α-fluoromalonate is a known compound; see Journal of Fluorine Chemistry 25 (1984), 203-212.) The formaldehyde is preferably used in the form of an aqueous solution which has a formaldehyde content of 30 to 40 percent by weight. The formaldehyde is used in an amount of 1 to 10 moles, preferably 1.1 to 3 moles (based on 1 mole of dimethyl α-fluoromalonate). Instead of formaldehyde, ... The reactants are ClC1=NC=C(C(=N1)NC=1C=C(OCCO)C=CC1)Cl (2-{3-[(2,5-dichloropyrimidin-4-yl)amino]phenoxy}ethanol), NC=1C=C(C=CC1)O (3-aminophenol). Yields the product ClC=1C(=NC(=NC1)NC=1C=C(C=CC1)O)NC1=CC(=CC=C1)OCCO (3-[(5-Chloro-4-{[3-(2-hydroxyethoxy)phenyl]amino}pyrimidin-2-yl)amino]phenol). Yield: 34.0%. Reaction SMILES: Cl[C:2]1[N:7]=[C:6]([NH:8][C:9]2[CH:10]=[C:11]([CH:16]=[CH:17][CH:18]=2)[O:12][CH2:13][CH2:14][OH:15])[C:5]([Cl:19])=[CH:4][N:3]=1.[NH2:20][C:21]1[CH:22]=[C:23]([OH:27])[CH:24]=[CH:25][CH:26]=1>>[Cl:19][C:5]1[C:6]([NH:8][C:9]2[CH:18]=[CH:17][CH:16]=[C:11]([O:12][CH2:13][CH2:14][OH:15])[CH:10]=2)=[N:7][C:2]([NH:20][C:21]2[CH:22]=[C:23]([OH:27])[CH:24]=[CH:25][CH:26]=2)=[N:3][CH:4]=1. Procedure: The desired compound was prepared according to the procedure of Example D5, step B, using 2-{3-[(2,5-dichloropyrimidin-4-yl)amino]phenoxy}ethanol and 3-aminophenol as the starting materials in 34% yield. LCMS for C18H18ClN4O3 (M+H)+: m/z=373.0. The reactants are C(#N)C=1C=C(N2C1C=CC1=CC=CC=C21)C(C2=CC=C(C=C2)F)=O (3-cyano-(4-fluoro-benzoyl)-pyrrolo[1,2-a]quinoline), C([O-])([O-])=O (carbonate), N1C=NC=C1 (imidazole). Solvent: CN(C)C=O (DMF), C(C)(=O)OCC (ethyl acetate). Product: C(#N)C=1C=C(N2C1C=CC1=CC=CC=C21)C(C2=CC=C(C=C2)N2C=NC=C2)=O (3-Cyano-1-(4-imidazol-1-yl-benzoyl)-pyrrolo[1,2-a]quinoline). The yield is 76.2%. Reaction SMILES: [C:1]([C:3]1[CH:4]=[C:5]([C:16](=[O:24])[C:17]2[CH:22]=[CH:21][C:20](F)=[CH:19][CH:18]=2)[N:6]2[C:15]3[C:10](=[CH:11][CH:12]=[CH:13][CH:14]=3)[CH:9]=[CH:8][C:7]=12)#[N:2].C(=O)([O-])[O-].[NH:29]1[CH:33]=[CH:32][N:31]=[CH:30]1>CN(C=O)C.C(OCC)(=O)C>[C:1]([C:3]1[CH:4]=[C:5]([C:16](=[O:24])[C:17]2[CH:22]=[CH:21][C:20]([N:29]3[CH:33]=[CH:32][N:31]=[CH:30]3)=[CH:19][CH:18]=2)[N:6]2[C:15]3[C:10](=[CH:11][CH:12]=[CH:13][CH:14]=3)[CH:9]=[CH:8][C:7]=12)#[N:2]. Procedure: A mixture of 3-cyano-(4-fluoro-benzoyl)-pyrrolo[1,2-a]quinoline (8 mg, 0.025 mmol), pottasium carbonate (10 mg, 0.072 mmol) and imidazole (5 mg, 0.073 mmol) were heated in 500 μL of DMF overnight. The reaction mixture was cooled to room temperature, diluted with 10 mL of ethyl acetate, washed with water (3×10 mL), saturated NaCl and the organic layer was dried over anhydrous Na2SO4, filtered and evaporated. The crude was purified by chromatography (3% methanol/chloroform) to yield the title comp...